This data is from the Open Reaction Database (ORD), a public repository of structured organic reaction records. The task is: describe an organic reaction: reactants, conditions, products, and yield Starting materials: C[Si](C)(C)C=[N+]=[N-] ((Trimethylsilyl)diazomethane), C(=O)(O)/C=C/C=1N(C=CC1)C=1C=C(C(=O)N=C(N)N)C=CC1 (2-[3-[2-((E)-2-carboxyethenyl)pyrrol-1-yl]benzoyl]guanidine), C([O-])([O-])=O.[K+].[K+] (potassium carbonate), C(C)(=O)O (acetic acid). Solvent: CCCCCC (hexane), O1CCCC1 (tetrahydrofuran), CO (methanol), O (water), C(C)(=O)OCC (ethyl acetate). Conditions: time 25 minute. Yields the product COC(=O)/C=C/C=1N(C=CC1)C=1C=C(C(=O)N=C(N)N)C=CC1 (2-[3-[2-((E)-2-methoxycarbonylethenyl)pyrrol-1-yl]benzoyl]guanidine). As a reaction SMILES: [CH3:1][Si](C=[N+]=[N-])(C)C.[C:8](/[CH:11]=[CH:12]/[C:13]1[N:14]([C:18]2[CH:19]=[C:20]([CH:27]=[CH:28][CH:29]=2)[C:21]([N:23]=[C:24]([NH2:26])[NH2:25])=[O:22])[CH:15]=[CH:16][CH:17]=1)([OH:10])=[O:9].C(O)(=O)C.C(=O)([O-])[O-].[K+].[K+]>CCCCCC.O1CCCC1.CO.O.C(OCC)(=O)C>[CH3:1][O:9][C:8](/[CH:11]=[CH:12]/[C:13]1[N:14]([C:18]2[CH:19]=[C:20]([CH:27]=[CH:28][CH:29]=2)[C:21]([N:23]=[C:24]([NH2:26])[NH2:25])=[O:22])[CH:15]=[CH:16][CH:17]=1)=[O:10] |f:3.4.5|. Procedure: 2M (Trimethylsilyl)diazomethane in hexane solution (0.84 ml) was added to a mixture of 2-[3-[2-((E)-2-carboxyethenyl)pyrrol-1-yl]benzoyl]guanidine (0.25 g) in tetrahydrofuran (5 ml) and methanol (5 ml) and the mixture was stirred for 25 minutes at the ambient temperature. To the reaction mixture was added acetic acid (2 ml) and stirred for 5 minutes. The mixture of ethyl acetate and water was added to the above mixture and adjusted to pH 8 with 20% aqueous potassium carbonate solution. The separ... Reactants: C(#N)C1=CC=C(C=C1)C1N(C(N(C=2CCCC(C12)=O)C1=CC(=CC=C1)C(F)(F)F)=O)C(=O)NC1CCS(CC1)=O (4-(4-Cyanophenyl)-2,5-dioxo-N-(1-oxo-hexahydro-1λ4-thiopyran-4-yl)-1-(3-(trifluoromethyl)phenyl)-1,2,5,6,7,8-hexahydroquinazoline-3(4H)-carboxamide), C1(=C(C(=CC(=C1)C)C)S(=O)(=O)ON)C (O-mesitylenesulfonylhydroxylamine). Solvent: ClCCl (dichloromethane). Product: C(#N)C1=CC=C(C=C1)C1N(C(N(C=2CCCC(C12)=O)C1=CC(=CC=C1)C(F)(F)F)=O)C(=O)NC1CCS(CC1)(=O)=N (4-(4-Cyanophenyl)-2,5-dioxo-N-(1-imino-1-oxo-hexahydro-1λ6-thiopyran-4-yl)-1-(3-(trifluoromethyl)phenyl)-1,2,5,6,7,8-hexahydroquinazoline-3(4H)-carboxamide). RXN SMILES: [C:1]([C:3]1[CH:8]=[CH:7][C:6]([CH:9]2[C:18]3[C:17](=[O:19])[CH2:16][CH2:15][CH2:14][C:13]=3[N:12]([C:20]3[CH:25]=[CH:24][CH:23]=[C:22]([C:26]([F:29])([F:28])[F:27])[CH:21]=3)[C:11](=[O:30])[N:10]2[C:31]([NH:33][CH:34]2[CH2:39][CH2:38][S:37](=[O:40])[CH2:36][CH2:35]2)=[O:32])=[CH:5][CH:4]=1)#[N:2].C1(C)C=C(C)C=C(C)C=1S(O[NH2:53])(=O)=O>ClCCl>[C:1]([C:3]1[CH:8]=[CH:7][C:6]([CH:9]2[C:18]3[C:17](=[O:19])[CH2:16][CH2:15][CH2:14][C:13]=3[N:12]([C:20]3[CH:25]=[CH:24][CH:23]=[C:22]([C:26]([F:29])([F:28])[F:27])[CH:21]=3)[C:11](=[O:30])[N:10]2[C:31]([NH:33][CH:34]2[CH2:39][CH2:38][S:37](=[NH:53])(=[O:40])[CH2:36][CH2:35]2)=[O:32])=[CH:5][CH:4]=1)#[N:2]. Reported procedure: 4-(4-Cyanophenyl)-2,5-dioxo-N-(1-oxo-hexahydro-1λ4-thiopyran-4-yl)-1-(3-(trifluoromethyl)phenyl)-1,2,5,6,7,8-hexahydroquinazoline-3(4H)-carboxamide (example 71, 67 mg, 0.12 mmol) is added to a solution of O-mesitylenesulfonylhydroxylamine (25 mg, 0.12 mmol) in dichloromethane (1.0 mL), and the mixture is stirred at room temperature over night. All volatiles are removed under reduced pressure, and the residue is purified by reversed phase HPLC (Waters SunFire™-C18, gradient of acetonitrile in wat... The reactants are CN1C=CC=2C(=CC=CC12)C=O (1-methyl-1H-indol-4-carboxaldehyde), solution, [Mg].BrC1=C(C=CC=C1)OC (2-bromo anisole magnesium). The product is COC1=C(C=CC=C1)C(O)C=1C=2C=CN(C2C=CC1)C (α-(2-methoxyphenyl)-1-methyl-1H-indol-4-methanol). Procedure details: Using the procedure of Step B of Example 1, 36.8 g of the product of Step A and 104 ml of a solution of 2-bromo anisole magnesium compound in tetrahydrofuran titrating 1.94N were reacted. Extraction was carried out with ethyl acetate and the extracts were washed with salt water and brought to dryness. The residue was chromatographed on silica (eluant: methylene chloride) to obtain 46.5 g of the expected product melting at 95° C. Solvent: O1CCCC1 (tetrahydrofuran). RXN SMILES: [CH3:1][N:2]1[C:10]2[CH:9]=[CH:8][CH:7]=[C:6]([CH:11]=[O:12])[C:5]=2[CH:4]=[CH:3]1.[Mg].Br[C:15]1[CH:20]=[CH:19][CH:18]=[CH:17][C:16]=1[O:21][CH3:22]>O1CCCC1>[CH3:22][O:21][C:16]1[CH:17]=[CH:18][CH:19]=[CH:20][C:15]=1[CH:11]([C:6]1[C:5]2[CH:4]=[CH:3][N:2]([CH3:1])[C:10]=2[CH:9]=[CH:8][CH:7]=1)[OH:12] |f:1.2|. The reactants are C1(CCCC1)C(C(=O)O)C1=CC=C(C=C1)CN1N=C(OCC1=O)C1=CC=CC=C1 (cyclopentyl{4-[(5-oxo-2-phenyl-5,6-dihydro-4H-1,3,4-oxadiazin-4-yl)methyl]phenyl}acetic acid), NC1=C2CC(CC2=CC=C1)(C(=O)OC)C (Methyl 4-amino-2-methyl-2,3-dihydro-1H-indene-2-carboxylate), O-(7-azabenzotriazol-1-yl)-N,N,N′N′-tetramethyluronium hexafluorophosphate, N1=CC=CC=C1 (pyridine). Run in CN(C)C=O (DMF). The product is C1(CCCC1)C(C(=O)NC1=C2CC(CC2=CC=C1)(C(=O)OC)C)C1=CC=C(C=C1)CN1N=C(OCC1=O)C1=CC=CC=C1 (Methyl 4-[(cyclopentyl{4-[(5-oxo-2-phenyl-5,6-dihydro-4H-1,3,4-oxadiazin-4-yl)methyl]-phenyl}acetyl)amino]-2-methyl-2,3-dihydro-1H-indene-2-carboxylate). RXN SMILES: [CH:1]1([CH:6]([C:10]2[CH:15]=[CH:14][C:13]([CH2:16][N:17]3[C:22](=[O:23])[CH2:21][O:20][C:19]([C:24]4[CH:29]=[CH:28][CH:27]=[CH:26][CH:25]=4)=[N:18]3)=[CH:12][CH:11]=2)[C:7](O)=[O:8])[CH2:5][CH2:4][CH2:3][CH2:2]1.[NH2:30][C:31]1[CH:39]=[CH:38][CH:37]=[C:36]2[C:32]=1[CH2:33][C:34]([CH3:44])([C:40]([O:42][CH3:43])=[O:41])[CH2:35]2.N1C=CC=CC=1>CN(C=O)C>[CH:1]1([CH:6]([C:10]2[CH:15]=[CH:14][C:13]([CH2:16][N:17]3[C:22](=[O:23])[CH2:21][O:20][C:19]([C:24]4[CH:29]=[CH:28][CH:27]=[CH:26][CH:25]=4)=[N:18]3)=[CH:12][CH:11]=2)[C:7]([NH:30][C:31]2[CH:39]=[CH:38][CH:37]=[C:36]3[C:32]=2[CH2:33][C:34]([CH3:44])([C:40]([O:42][CH3:43])=[O:41])[CH2:35]3)=[O:8])[CH2:5][CH2:4][CH2:3][CH2:2]1. Reported procedure: A solution of 200 mg (0.97 mmol) of cyclopentyl{4-[(5-oxo-2-phenyl-5,6-dihydro-4H-1,3,4-oxadiazin-4-yl)methyl]phenyl}acetic acid (enantiomer 2, Example 77A), 459 mg (1.2 mmol) of methyl 4-amino-2-methyl-2,3-dihydro-1H-indene-2-carboxylate (Example 95A), 556 mg (1.46 mmol) of O-(7-azabenzotriazol-1-yl)-N,N,N′N′-tetramethyluronium hexafluorophosphate (HATU) and 5 ml of pyridine in 20 ml of DMF was stirred at room temperature overnight. After the reaction had ended, the reaction mixture was poured ... Starting materials: O.NN (hydrazine hydrate), N1=CC(=CC=C1)C=CC=O (3-(3-pyridyl)acrolein). The solvent is CC(C)(C)O (t-BuOH). Product: N=1NC(CC1)C=1C=NC=CC1 (3-(3,4-Dihydro-2H-pyrazol-3-yl)-pyridine). As a reaction SMILES: O.[NH2:2][NH2:3].[N:4]1[CH:9]=[CH:8][CH:7]=[C:6]([CH:10]=[CH:11][CH:12]=O)[CH:5]=1>CC(O)(C)C>[N:2]1[NH:3][CH:10]([C:6]2[CH:5]=[N:4][CH:9]=[CH:8][CH:7]=2)[CH2:11][CH:12]=1 |f:0.1|. Procedure: Under N2 atmosphere, hydrazine hydrate (3.65 mL, 2 equiv.) was added to a solution of 3-(3-pyridyl)acrolein (5.0 g) in t-BuOH (25 mL). The mixture was refluxed for 3 days, followed by evaporation under reduced pressure. The residue was taken up in DCM and washed with 5% aqueous NaHCO3. The organic phase was dried over Na2SO4 and evaporated under reduced pressure. This gave 5.0 g of a red oil, containing 74% of the anticipated product and 26% of the hydrazone intermediate that failed to undergo r... The reactants are CC=1C(NC(NC1C)=O)=O (5,6-dimethyluracil), N1=CC=CC=C1 (pyridine), ClC(Cl)(OC(OC(Cl)(Cl)Cl)=O)Cl (Triphosgene), N1=CC=CC=C1 (pyridine), O (Water), C(CCCCC)N (hexylamine). Reaction conditions: temperature 0 celsius, time 10 minute. The product is C(CCCCC)NC(=O)N1C(NC(CC1(C)C)=O)=O (N-hexyl-6,6-dimethyl-2,4-dioxo-pyrimidine-1-carboxamide). The yield is 6.0%. Reaction SMILES: ClC(Cl)(O[C:5](=[O:11])OC(Cl)(Cl)Cl)Cl.C[C:14]1[C:15](=[O:22])[NH:16][C:17](=[O:21])[NH:18][C:19]=1[CH3:20].[CH2:23]([NH2:29])[CH2:24][CH2:25][CH2:26][CH2:27][CH3:28].O.N1C=CC=C[CH:32]=1>>[CH2:23]([NH:29][C:17]([N:18]1[C:19]([CH3:20])([CH3:32])[CH2:14][C:15](=[O:22])[NH:16][C:5]1=[O:11])=[O:21])[CH2:24][CH2:25][CH2:26][CH2:27][CH3:28]. Procedure: Triphosgene (0.12 g, 0.71 mmol) was added to dry pyridine (2.0 mL) at 0° C. The mixture was stirred for 10 min, then a solution of 5,6-dimethyluracil (0.10 g, 0.71 mmol) in dry pyridine (3.0 mL) was added dropwise. The pale yellow suspension formed was stirred at room temperature for 5 hrs, then cooled to 0° C. before adding hexylamine (0.10 mL, 0.71 mmol). The reaction mixture was stirred at room temperature for 18 hrs. Water (30 mL) was added, and the product extracted with EtOAc (3×30 mL). Th... Starting materials: C(C)(C)N(C(C)C)CC (N,N-Diisopropylethylamine), C(C)(C)N1CCC(CC1)C1=CC=C(C=C1)N (4-(1-isopropylpiperidin-4-yl)phenylamine), BrC1=CN=C(C=2N1N=CN2)Br (5,8-dibromo-[1,2,4]triazolo[1,5-a]pyrazine). Run in CC(C)O (iPrOH). Product: BrC1=CN=C(C=2N1N=CN2)NC2=CC=C(C=C2)C2CCN(CC2)C(C)C ((5-Bromo-[1,2,4]triazolo[1,5-a]pyrazin-8-yl)-[4-(1-isopropylpiperidin-4-yl)phenyl]amine). As a reaction SMILES: C(N(CC)C(C)C)(C)C.[CH:10]([N:13]1[CH2:18][CH2:17][CH:16]([C:19]2[CH:24]=[CH:23][C:22]([NH2:25])=[CH:21][CH:20]=2)[CH2:15][CH2:14]1)([CH3:12])[CH3:11].[Br:26][C:27]1[N:32]2[N:33]=[CH:34][N:35]=[C:31]2[C:30](Br)=[N:29][CH:28]=1>CC(O)C>[Br:26][C:27]1[N:32]2[N:33]=[CH:34][N:35]=[C:31]2[C:30]([NH:25][C:22]2[CH:21]=[CH:20][C:19]([CH:16]3[CH2:15][CH2:14][N:13]([CH:10]([CH3:12])[CH3:11])[CH2:18][CH2:17]3)=[CH:24][CH:23]=2)=[N:29][CH:28]=1. Reported procedure: N,N-Diisopropylethylamine (200 μL, 1.2 mmol) is added to a mixture of 4-(1-isopropylpiperidin-4-yl)phenylamine (220 mg, 1.0 mmol) and 5,8-dibromo-[1,2,4]triazolo[1,5-a]pyrazine (280 mg, 1.0 mmol) in iPrOH (5 mL) and heated at reflux for 48 h. The mixture is cooled and the solvent evaporated under reduced pressure to afford an orange-brown solid. This is partitioned between DCM (50 mL) and water (20 mL) and the layers are separated. The organic phase is washed with citric acid (10% aq., 3×25 mL).... The reactants are C1COC=2C1=C\1C(=NC2)CC/C1=C\CNC(CC)=O (N-[(2E)-2-(1,2,6,7-tetrahydro-8H-cyclopenta[b]furo[3,2-d]pyridin-8-ylidene)ethyl]propanamide). The reagents and catalysts are [C].[Pd] (palladium-carbon). Run in CO (methanol). Run at temperature 50 celsius, time 6 hour. Product: C1COC=2C1=C1C(=NC2)CCC1CCNC(CC)=O (N-[2-(1,6,7,8-tetrahydro-2H-cyclopenta[b]furo[3,2-d]pyridin-8-yl)ethyl]propanamide). Isolated yield 60.2%. RXN SMILES: [CH2:1]1[C:5]2=[C:6]3[C:7]([CH2:10][CH2:11]/[C:12]/3=[CH:13]\[CH2:14][NH:15][C:16](=[O:19])[CH2:17][CH3:18])=[N:8][CH:9]=[C:4]2[O:3][CH2:2]1>CO.[C].[Pd]>[CH2:1]1[C:5]2=[C:6]3[CH:12]([CH2:13][CH2:14][NH:15][C:16](=[O:19])[CH2:17][CH3:18])[CH2:11][CH2:10][C:7]3=[N:8][CH:9]=[C:4]2[O:3][CH2:2]1 |f:2.3|. Reported procedure: To a solution of N-[(2E)-2-(1,2,6,7-tetrahydro-8H-cyclopenta[b]furo[3,2-d]pyridin-8-ylidene)ethyl]propanamide (65.0 mg, 0.252 mmol) in methanol (1.3 mL) was added palladium-carbon powder (13 mg), and the mixture was stirred at 50° C. for 6 hr under a hydrogen atmosphere. The catalyst was filtered off, and the filtrate was evaporated under reduced pressure. The residue was purified by silica gel column chromatography (ethyl acetate/hexane=50/50→100/0) to give the title compound (39.5 mg, yield 60... Starting materials: C([O-])([O-])=O.[Na+].[Na+] (sodium carbonate), C(C)OC(=O)C1=NC(=NC=C1)NC1=CC(=C(C=C1)N1C=NC(=C1)C)OC (2-[3-methoxy-4-(4-methyl-imidazol-1-yl)-phenylamino]-pyrimidine-4-carboxylic acid ethyl ester), solution, C(C)[Mg]Br (ethylmagnesiumbromide), O1CCCC1 (tetrahydrofurane), O1CCCC1 (tetrahydrofurane). Conditions: temperature 0 celsius, time 15 minute. Yields the product COC=1C=C(C=CC1N1C=NC(=C1)C)NC1=NC=CC(=N1)C(CC)(CC)O (3-{2-[3-Methoxy-4-(4-methyl-imidazol-1-yl)-phenylamino]-pyrimidin-4-yl}-pentan-3-ol). Isolated yield 9.0%. As a reaction SMILES: C([O:3][C:4]([C:6]1[CH:11]=[CH:10][N:9]=[C:8]([NH:12][C:13]2[CH:18]=[CH:17][C:16]([N:19]3[CH:23]=[C:22]([CH3:24])[N:21]=[CH:20]3)=[C:15]([O:25][CH3:26])[CH:14]=2)[N:7]=1)=O)C.[CH2:27]([Mg]Br)[CH3:28].C(=O)([O-])[O-].[Na+].[Na+].O1CC[CH2:39][CH2:38]1>>[CH3:26][O:25][C:15]1[CH:14]=[C:13]([NH:12][C:8]2[N:7]=[C:6]([C:4]([OH:3])([CH2:27][CH3:28])[CH2:38][CH3:39])[CH:11]=[CH:10][N:9]=2)[CH:18]=[CH:17][C:16]=1[N:19]1[CH:23]=[C:22]([CH3:24])[N:21]=[CH:20]1 |f:2.3.4|. Procedure details: To a solution of 2-[3-methoxy-4-(4-methyl-imidazol-1-yl)-phenylamino]-pyrimidine-4-carboxylic acid ethyl ester (46 mg, 0.13 mmol) in tetrahydrofurane (2.5 mL) was added at 0° C. over 1 min a 1 M solution of ethylmagnesiumbromide in tetrahydrofurane (0.43 mL, 0.43 mmol). The reaction mixture was stirred at 0° C. for 15 min followed by 1 h at 20° C. The mixture was poured on saturated sodium carbonate solution (5 mL) and the mixture was extracted with ethyl acetate (40 mL). The organic layer was w... The reactants are C(C)(C)(C)Cl (tert-butyl chloride), C(C)(C)(C)[Mg]Cl (tert-butylmagnesium chloride), C1(=CC=CC=C1)[Si](Cl)(Cl)C1=CC=CC=C1 (diphenyldichlorosilane), [Mg] (magnesium), II (iodine). The reagents and catalysts are C/C(=C/C(=O)C)/O.C/C(=C/C(=O)C)/O.[Cu] (copper(II) acetylacetonate). Solvent: COCCOC (ethylene glycol dimethyl ether). Reaction conditions: temperature 70 celsius, time 3 hour. Yields the product C(C)(C)(C)[Si](Cl)(C1=CC=CC=C1)C1=CC=CC=C1 (tert-butyldiphenylchlorosilane). Isolated yield 85.0%. As a reaction SMILES: [Mg].II.[C:4](Cl)([CH3:7])([CH3:6])[CH3:5].C([Mg]Cl)(C)(C)C.[C:15]1([Si:21]([C:24]2[CH:29]=[CH:28][CH:27]=[CH:26][CH:25]=2)(Cl)[Cl:22])[CH:20]=[CH:19][CH:18]=[CH:17][CH:16]=1>C/C(/O)=C/C(C)=O.C/C(/O)=C/C(C)=O.[Cu].COCCOC>[C:4]([Si:21]([C:24]1[CH:25]=[CH:26][CH:27]=[CH:28][CH:29]=1)([C:15]1[CH:20]=[CH:19][CH:18]=[CH:17][CH:16]=1)[Cl:22])([CH3:7])([CH3:6])[CH3:5] |f:5.6.7|. Procedure: 48.6 g (2.0 mol) of magnesium filings and a spatula-tip of iodine are initially introduced into a 2 1 three-necked flask with a precision glass stirrer, straight enclosed-scale thermometer, Dimroth condenser and dropping funnel under a blanket of inert gas. By addition of 600 ml of ethylene glycol dimethyl ether and 203.7 g (2.2 mol) of tert-butyl chloride, tert-butylmagnesium chloride is prepared. Initially 5.2 g (0.02 mol) of copper(II) acetylacetonate and then, at 50° C. over 2 hours, 455.8 g...